From a dataset of the Open Reaction Database (ORD), a public repository of structured organic reaction records. describe an organic reaction: reactants, conditions, products, and yield The reactants are C(#N)C1=CC2=C(OC(CN2C(=O)OCC)C(=O)OC)C=C1 (4-ethyl 2-methyl 6-cyano-2H-benzo[b][1,4]oxazine-2,4(3H)-dicarboxylate), [OH-].[Na+] (NaOH), Cl (HCl). Run in C(C)O (ethanol). Reaction conditions: time 10 minute. The product is C(#N)C=1C=CC2=C(N(CC(O2)C(=O)O)C(=O)OCC)C1 (6-cyano-4-ethoxycarbonyl-2,3-dihydro-1,4-benzoxazine-2-carboxylic acid). Yield: 93.4%. As a reaction SMILES: [C:1]([C:3]1[CH:21]=[CH:20][C:6]2[O:7][CH:8]([C:16]([O:18]C)=[O:17])[CH2:9][N:10]([C:11]([O:13][CH2:14][CH3:15])=[O:12])[C:5]=2[CH:4]=1)#[N:2].[OH-].[Na+].Cl>C(O)C>[C:1]([C:3]1[CH:21]=[CH:20][C:6]2[O:7][CH:8]([C:16]([OH:18])=[O:17])[CH2:9][N:10]([C:11]([O:13][CH2:14][CH3:15])=[O:12])[C:5]=2[CH:4]=1)#[N:2] |f:1.2|. Procedure details: To a solution of 4-ethyl 2-methyl 6-cyano-2H-benzo[b][1,4]oxazine-2,4(3H)-dicarboxylate (665 mg, 2.29 mmol) in ethanol (12.5 mL) was added NaOH (2.3mL of 1M, 2.30 mmol). The mixture was stirred at room temperature for 10 min. A solution of 1N HCl was slowly added until the pH was acidic. After removing the ethanol, the aqueous layer was extracted with dichloromethane (3×20 mL), dried over Na2SO4 and concentrated in vacuo to provide 6-cyano-4-ethoxycarbonyl-2,3-dihydro-1,4-benzoxazine-2-carboxyli... Reactants: CCOC(=O)C(C)Br, O=C([O-])[O-], CCCc1ncc[nH]1, CC#N, [K+], [K+]. RXN SMILES: [Br:9][CH:10]([C:11](=[O:12])[O:13][CH2:14][CH3:15])[CH3:16].[C:17](=[O:18])([O-:19])[O-:20].[CH2:1]([CH2:2][CH3:3])[c:4]1[nH:5][cH:6][cH:7][n:8]1.[CH3:23][C:24]#[N:25].[K+:21].[K+:22]>>[CH2:1]([CH2:2][CH3:3])[c:4]1[n:5]([CH:10]([C:11](=[O:12])[O:13][CH2:14][CH3:15])[CH3:16])[cH:6][cH:7][n:8]1. Yields the product CCCc1nccn1C(C)C(=O)OCC. The reactants are ClC1=NC=C(C(=O)NC2=CC(=C(C=C2)Cl)NC(C2=CC=C(C=C2)F)=O)C=C1 (6-chloro-N-(4-chloro-3-(4-fluorobenzamido)phenyl)nicotinamide), C(=O)(OC(C)(C)C)N1CCNCC1 (Boc-piperazine), C(=O)(C(F)(F)F)O (TFA). Product: ClC1=C(C=C(C=C1)NC(C1=CN=C(C=C1)N1CCNCC1)=O)NC(C1=CC=C(C=C1)F)=O (N-(4-chloro-3-(4-fluorobenzamido)phenyl)-6-(piperazin-1-yl)nicotinamide). As a reaction SMILES: Cl[C:2]1[CH:27]=[CH:26][C:5]([C:6]([NH:8][C:9]2[CH:14]=[CH:13][C:12]([Cl:15])=[C:11]([NH:16][C:17](=[O:25])[C:18]3[CH:23]=[CH:22][C:21]([F:24])=[CH:20][CH:19]=3)[CH:10]=2)=[O:7])=[CH:4][N:3]=1.C([N:35]1[CH2:40][CH2:39][NH:38][CH2:37][CH2:36]1)(OC(C)(C)C)=O.C(O)(C(F)(F)F)=O>>[Cl:15][C:12]1[CH:13]=[CH:14][C:9]([NH:8][C:6](=[O:7])[C:5]2[CH:26]=[CH:27][C:2]([N:35]3[CH2:40][CH2:39][NH:38][CH2:37][CH2:36]3)=[N:3][CH:4]=2)=[CH:10][C:11]=1[NH:16][C:17](=[O:25])[C:18]1[CH:23]=[CH:22][C:21]([F:24])=[CH:20][CH:19]=1. Procedure details: 6-chloro-N-(4-chloro-3-(4-fluorobenzamido)phenyl)nicotinamide (0.17 mmol) was used in general procedure 3 with Boc-piperazine (0.868 mmol). The product was deprotected by treatment with TFA and purified by RP-HPLC to give N-(4-chloro-3-(4-fluorobenzamido)phenyl)-6-(piperazin-1-yl)nicotinamide. MS (Q1) 554.0 (M)+ Reactants: C1=C(C=CC2=CC=CC=C12)OCC1CO1 (1-(2-naphthyloxy)-2,3-epoxypropane), NC1CC2=CC=CC=C2CC1 (2-aminotetralin). Solvent: C(C)O (ethanol). Product: C1C(CCC2=CC=CC=C12)NCC(COC1=CC2=CC=CC=C2C=C1)O (N-(1,2,3,4-tetrahydronaphth-2-yl)-2-hydroxy-3-(2-naphthyloxy)propanamine). The yield is 53.2%. Reaction SMILES: [CH:1]1[C:10]2[C:5](=[CH:6][CH:7]=[CH:8][CH:9]=2)[CH:4]=[CH:3][C:2]=1[O:11][CH2:12][CH:13]1[O:15][CH2:14]1.[NH2:16][CH:17]1[CH2:26][CH2:25][C:24]2[C:19](=[CH:20][CH:21]=[CH:22][CH:23]=2)[CH2:18]1>C(O)C>[CH2:18]1[C:19]2[C:24](=[CH:23][CH:22]=[CH:21][CH:20]=2)[CH2:25][CH2:26][CH:17]1[NH:16][CH2:14][CH:13]([OH:15])[CH2:12][O:11][C:2]1[CH:3]=[CH:4][C:5]2[C:10](=[CH:9][CH:8]=[CH:7][CH:6]=2)[CH:1]=1. Procedure: A mixture of 1-(2-naphthyloxy)-2,3-epoxypropane (1.95 g), 2-aminotetralin (2.65 g) and ethanol (35 ml) is heated to the reflux temperature for 5 hours. The solvent is then evaporated off and the thus obtained solid residue is crystallized from ethyl acetate (5 ml), recovered by filtration, washed with ethyl acetate and then with ethyl ether, and dried yielding 1.8 g of N-(1,2,3,4-tetrahydronaphth-2-yl)-2-hydroxy-3-(2-naphthyloxy)propanamine, as the free base; m.p. 102°-115° C. Starting materials: CCOC(=O)c1cc(OC)c2c(c1)c(CC)nn2C, C1CCOC1, [Li+], [OH-]. Yields the product CCc1nn(C)c2c(OC)cc(C(=O)O)cc12. As a reaction SMILES: [CH2:1]([CH3:2])[c:3]1[n:4][n:5]([CH3:19])[c:6]2[c:7]([O:17][CH3:18])[cH:8][c:9]([C:12](=[O:13])[O:14][CH2:15][CH3:16])[cH:10][c:11]12.[CH2:22]1[O:23][CH2:24][CH2:25][CH2:26]1.[Li+:21].[OH-:20]>>[CH2:1]([CH3:2])[c:3]1[n:4][n:5]([CH3:19])[c:6]2[c:7]([O:17][CH3:18])[cH:8][c:9]([C:12](=[O:13])[OH:14])[cH:10][c:11]12.